This data is from the Open Reaction Database (ORD), a public repository of structured organic reaction records. The task is: describe an organic reaction: reactants, conditions, products, and yield Reported procedure: A mixture of 2,3-dichlorobenzaldehyde, 2-[4-(4,4'-dimethylbenzhydryl)-1-piperazinyl]ethyl acetoacetate and ethyl 3-aminocrotonate was worked up in isopropyl alcohol in the same manner as Example 1 to give 2-[4-(4,4'-dimethylbenzhydryl)-1-piperazinyl]ethyl ethyl 4-(2,3-dichlorophenyl)-2,6-dimethyl-1,4-dihydropyridine-3,5-dicarboxylate as a light yellow powder, m.p. 85°-88° C. (sintering). Yield 27.3%. IR(Nujol)cm-1 : 3330, 1690. NMR(CDCl3) δ: 1.14(3H,t,J=7,--CH2CH3), 2.25(12H,s, ##STR37## 4.05(2H... As a reaction SMILES: [Cl:1][C:2]1[C:9]([Cl:10])=[CH:8][CH:7]=[CH:6][C:3]=1[CH:4]=O.[C:11]([O:17][CH2:18][CH2:19][N:20]1[CH2:25][CH2:24][N:23]([CH:26]([C:34]2[CH:39]=[CH:38][C:37]([CH3:40])=[CH:36][CH:35]=2)[C:27]2[CH:32]=[CH:31][C:30]([CH3:33])=[CH:29][CH:28]=2)[CH2:22][CH2:21]1)(=[O:16])[CH2:12][C:13]([CH3:15])=O.[NH2:41]/[C:42](/[CH3:49])=[CH:43]\[C:44]([O:46][CH2:47][CH3:48])=[O:45]>C(O)(C)C>[Cl:1][C:2]1[C:9]([Cl:10])=[CH:8][CH:7]=[CH:6][C:3]=1[CH:4]1[C:43]([C:44]([O:46][CH2:47][CH3:48])=[O:45])=[C:42]([CH3:49])[NH:41][C:13]([CH3:15])=[C:12]1[C:11]([O:17][CH2:18][CH2:19][N:20]1[CH2:25][CH2:24][N:23]([CH:26]([C:27]2[CH:28]=[CH:29][C:30]([CH3:33])=[CH:31][CH:32]=2)[C:34]2[CH:35]=[CH:36][C:37]([CH3:40])=[CH:38][CH:39]=2)[CH2:22][CH2:21]1)=[O:16]. The reactants are ClC1=C(C=O)C=CC=C1Cl (2,3-dichlorobenzaldehyde), C(CC(=O)C)(=O)OCCN1CCN(CC1)C(C1=CC=C(C=C1)C)C1=CC=C(C=C1)C (2-[4-(4,4'-dimethylbenzhydryl)-1-piperazinyl]ethyl acetoacetate), N\C(=C/C(=O)OCC)\C (ethyl 3-aminocrotonate). The solvent is C(C)(C)O (isopropyl alcohol). Isolated yield 27.3%. The product is ClC1=C(C=CC=C1Cl)C1C(=C(NC(=C1C(=O)OCC)C)C)C(=O)OCCN1CCN(CC1)C(C1=CC=C(C=C1)C)C1=CC=C(C=C1)C (2-[4-(4,4'-dimethylbenzhydryl)-1-piperazinyl]ethyl ethyl 4-(2,3-dichlorophenyl)-2,6-dimethyl-1,4-dihydropyridine-3,5-dicarboxylate). Isolated yield 25.9%. Conditions: temperature 25 celsius, time 0.5 hour. Procedure: Sulfuryl chloride (0. 305 ml, 3.78 mmole, 1.0 equiv.) was added dropwise over 3 min to a suspension of 6-chloro-2-[2-[(phenylmethyl)thio]phenyl]-4(1H)-quinolinone (1.43 g, 3.78 mmole, 1 equiv.) in dry, EtOH-free CHCl3 (190 ml) at -15° C. The mixture was stirred for 0.5 hr, then was heated to reflux After 20 min, the reaction was cooled to 25° C., and 1,4-diazabicyclo[2.2.21octane (636 mg, 5.67 mmole, 1.5 equiv.) was added. The nearly homogeneous solution was stirred at 25° C. for an additional 5... As a reaction SMILES: S(Cl)(Cl)(=O)=O.[Cl:6][C:7]1[CH:8]=[C:9]2[C:14](=[CH:15][CH:16]=1)[NH:13][C:12]([C:17]1[CH:22]=[CH:21][CH:20]=[CH:19][C:18]=1[S:23]CC1C=CC=CC=1)=[CH:11][C:10]2=[O:31].N12CCN(CC1)CC2>>[Cl:6][C:7]1[CH:16]=[CH:15][C:14]2[N:13]3[S:23][C:18]4[CH:19]=[CH:20][CH:21]=[CH:22][C:17]=4[C:12]3=[CH:11][C:10](=[O:31])[C:9]=2[CH:8]=1. Reactants: S(=O)(=O)(Cl)Cl (Sulfuryl chloride), ClC=1C=C2C(C=C(NC2=CC1)C1=C(C=CC=C1)SCC1=CC=CC=C1)=O (6-chloro-2-[2-[(phenylmethyl)thio]phenyl]-4(1H)-quinolinone), N12CCN(CC1)CC2 (1,4-diazabicyclo[2.2.21octane). The product is ClC1=CC=2C(C=C3N(C2C=C1)SC1=C3C=CC=C1)=O (3-chloro-5H-[1,2]benzisothiazolo [2,3-a]quinoline-5-one). Reactants: FC(C1=CC(=NC=2N1N=CC2C(=O)O)C2=CC=C(C=C2)C(F)(F)F)(F)F (7-trifluoromethyl-5-(4-trifluoromethyl-phenyl)-pyrazolo[1,5-a]pyrimidine-3-carboxylic acid), NC=1C=C(C=CC1)S(=O)(=O)NCCC1=CC=NC=C1 (3-amino-N-(2-pyridin-4-yl-ethyl)-benzenesulfonamide). Product: N1=CC=C(C=C1)CCNS(=O)(=O)C=1C=C(C=CC1)NC(=O)C=1C=NN2C1N=C(C=C2C(F)(F)F)C2=CC=C(C=C2)C(F)(F)F (7-Trifluoromethyl-5-(4-trifluoromethyl-phenyl)-pyrazolo[1,5-a]pyrimidine-3-carboxylic acid[3-(2-pyridin-4-yl-ethylsulfamoyl)-phenyl]-amide). Reaction SMILES: [F:1][C:2]([F:26])([F:25])[C:3]1[N:8]2[N:9]=[CH:10][C:11]([C:12](O)=[O:13])=[C:7]2[N:6]=[C:5]([C:15]2[CH:20]=[CH:19][C:18]([C:21]([F:24])([F:23])[F:22])=[CH:17][CH:16]=2)[CH:4]=1.[NH2:27][C:28]1[CH:29]=[C:30]([S:34]([NH:37][CH2:38][CH2:39][C:40]2[CH:45]=[CH:44][N:43]=[CH:42][CH:41]=2)(=[O:36])=[O:35])[CH:31]=[CH:32][CH:33]=1>>[N:43]1[CH:42]=[CH:41][C:40]([CH2:39][CH2:38][NH:37][S:34]([C:30]2[CH:29]=[C:28]([NH:27][C:12]([C:11]3[CH:10]=[N:9][N:8]4[C:3]([C:2]([F:26])([F:25])[F:1])=[CH:4][C:5]([C:15]5[CH:20]=[CH:19][C:18]([C:21]([F:24])([F:22])[F:23])=[CH:17][CH:16]=5)=[N:6][C:7]=34)=[O:13])[CH:33]=[CH:32][CH:31]=2)(=[O:36])=[O:35])=[CH:45][CH:44]=1. Procedure details: The title compound was prepared from 7-trifluoromethyl-5-(4-trifluoromethyl-phenyl)-pyrazolo[1,5-a]pyrimidine-3-carboxylic acid (example C.2) and 3-amino-N-(2-pyridin-4-yl-ethyl)-benzenesulfonamide (example B.7) according to general procedure II. Yellow solid. MS (ISP) 633.0 [(M−H−]; mp 236° C. Starting materials: BrB(Br)Br, C1=CCCCC1, COc1ccc(-c2nn(C(C)C)c3c(C(F)(F)F)cccc23)c(C)c1. Product: Cc1cc(O)ccc1-c1nn(C(C)C)c2c(C(F)(F)F)cccc12. RXN SMILES: [B:26]([Br:27])([Br:28])[Br:29].[CH2:30]1[CH2:31][CH:32]=[CH:33][CH2:34][CH2:35]1.[CH:1]([CH3:2])([CH3:3])[n:4]1[n:5][c:6](-[c:17]2[c:18]([CH3:25])[cH:19][c:20]([O:23][CH3:24])[cH:21][cH:22]2)[c:7]2[cH:8][cH:9][cH:10][c:11]([C:13]([F:14])([F:15])[F:16])[c:12]12>>[CH:1]([CH3:2])([CH3:3])[n:4]1[n:5][c:6](-[c:17]2[c:18]([CH3:25])[cH:19][c:20]([OH:23])[cH:21][cH:22]2)[c:7]2[cH:8][cH:9][cH:10][c:11]([C:13]([F:14])([F:15])[F:16])[c:12]12. The reactants are O=C(Cl)Cl, COc1cc(OC)c(Cl)c(N)c1Cl, C1COCCO1. As a reaction SMILES: [Cl:14][C:15]([Cl:16])=[O:17].[Cl:1][c:2]1[c:3]([NH2:4])[c:5]([Cl:13])[c:6]([O:11][CH3:12])[cH:7][c:8]1[O:9][CH3:10].[O:18]1[CH2:19][CH2:20][O:21][CH2:22][CH2:23]1>>[Cl:1][c:2]1[c:3]([N:4]=[C:15]=[O:17])[c:5]([Cl:13])[c:6]([O:11][CH3:12])[cH:7][c:8]1[O:9][CH3:10]. The product is COc1cc(OC)c(Cl)c(N=C=O)c1Cl. Reaction conditions: time 8 hour. The product is N(=[N+]=[N-])[C@@H](C)C=1C=NC=C(C1)Br (3-[(1S)-1-azidoethyl]-5-bromopyridine). The solvent is C(C)(=O)OCC (ethyl acetate), O (water), O1CCCC1 (tetrahydrofuran). The reactants are C1(=CC=CC=C1)P(=O)(C1=CC=CC=C1)N=[N+]=[N-] (diphenylphosphoryl azide), BrC=1C=C(C=NC1)[C@@H](C)O ((1R)-1-(5-bromopyridin-3-yl)ethanol), N12CCCCCC2=NCCC1 (1,8-diazabicyclo[5.4.0]undec-7-ene). As a reaction SMILES: [Br:1][C:2]1[CH:3]=[C:4]([C@H:8](O)[CH3:9])[CH:5]=[N:6][CH:7]=1.C1(P([N:25]=[N+:26]=[N-:27])(C2C=CC=CC=2)=O)C=CC=CC=1.N12CCCN=C1CCCCC2>O1CCCC1.C(OCC)(=O)C.O>[N:25]([C@H:8]([C:4]1[CH:5]=[N:6][CH:7]=[C:2]([Br:1])[CH:3]=1)[CH3:9])=[N+:26]=[N-:27]. Procedure: To a solution of (1R)-1-(5-bromopyridin-3-yl)ethanol (10 mmol) in tetrahydrofuran (40 mL), cooled to 0° C., was added diphenylphosphoryl azide (4.3 mL, 20 mmol) in one portion followed by 1,8-diazabicyclo[5.4.0]undec-7-ene (3 mL, 20 mmol) dropwise over 30 minutes. After this time the reaction mixture was allowed to warm slowly to room temperature and was stirred overnight. The mixture was diluted with ethyl acetate (50 mL) and water (50 mL), the two phases separated and the aqueous phase extract... Isolated yield 74.9%.